This data is from the Open Reaction Database (ORD), a public repository of structured organic reaction records. The task is: describe an organic reaction: reactants, conditions, products, and yield The reactants are ClC(C(=O)NC1=CC=CC=C1)(C(=O)C)Cl (α,α-dichloroacetoacetanilide), [H][H] (Hydrogen). The reagents and catalysts are [H][H] (hydrogen). Run in O (water), C1(=CC=CC=C1)C (toluene). The product is C(CC(=O)C)(=O)NC1=CC=CC=C1 (acetoacetanilide). As a reaction SMILES: Cl[C:2](Cl)([C:12]([CH3:14])=[O:13])[C:3]([NH:5][C:6]1[CH:11]=[CH:10][CH:9]=[CH:8][CH:7]=1)=[O:4].[H][H]>O.C1(C)C=CC=CC=1.[H][H]>[C:3]([NH:5][C:6]1[CH:11]=[CH:10][CH:9]=[CH:8][CH:7]=1)(=[O:4])[CH2:2][C:12]([CH3:14])=[O:13]. Procedure details: 2.46 g (0.01 mole) of α,α-dichloroacetoacetanilide was dissolved in 20 ml of water and 30 ml of toluene, and dehalogenated with hydrogen using 5% Pd/C as catalyst. Hydrogen was allowed to react until no more would be absorbed. The first equivalent (251 ml at 739 mm pressure and 25° C.) was absorbed in 50 minutes (a rate of about 5 ml/min) whereas the 274 ml (second equivalent) was absorbed at the much slower rate of about 0.9 ml/min. On the basis of the hydrogen absorbed, it was concluded that t... The reactants are C(C)(C)(C)NCC(COC1=C(C=C(C=C1)C#N)C=1CCC(NN1)=O)O (6-[2-(3-t-butylamino-2-hydroxypropoxy)-5cyanophenyl]-4,5-dihydro-3(2H)-pyridazinone). Run in C(CCC)O (n-butanol). Product: C(C)(C)(C)NCC(COC1=C(C=C(C=C1)C#N)C=1C=CC(NN1)=O)O (6-[2-(3-t-butylamino-2-hydroxypropoxy)-5-cyanophenyl]-3(2H)-pyridazinone). RXN SMILES: [C:1]([NH:5][CH2:6][CH:7]([OH:25])[CH2:8][O:9][C:10]1[CH:15]=[CH:14][C:13]([C:16]#[N:17])=[CH:12][C:11]=1[C:18]1[CH2:19][CH2:20][C:21](=[O:24])[NH:22][N:23]=1)([CH3:4])([CH3:3])[CH3:2]>C(O)CCC>[C:1]([NH:5][CH2:6][CH:7]([OH:25])[CH2:8][O:9][C:10]1[CH:15]=[CH:14][C:13]([C:16]#[N:17])=[CH:12][C:11]=1[C:18]1[CH:19]=[CH:20][C:21](=[O:24])[NH:22][N:23]=1)([CH3:4])([CH3:2])[CH3:3]. Procedure details: A mixture of 6-[2-(3-t-butylamino-2-hydroxypropoxy)-5cyanophenyl]-4,5-dihydro-3(2H)-pyridazinone and chloramil was heated under reflux in n-butanol to give 6-[2-(3-t-butylamino-2-hydroxypropoxy)-5-cyanophenyl]-3(2H)-pyridazinone. Reactants: CN1N=CC(=C1C)\C=N\S(=O)C(C)(C)C ((E)-N-((1,5-dimethyl-1H-pyrazol-4-yl)methylene)-2-methylpropane-2-sulfinamide), solution, CC[Mg+].[Br-] (EtMgBr), CCOCC (ether). Solvent: C(Cl)Cl (CH2Cl2). Conditions: time 120 minute. Yields the product CN1N=CC(=C1C)C(CC)NS(=O)C(C)(C)C (N-(1-(1,5-dimethyl-1H-pyrazol-4-yl)propyl)-2-methylpropane-2-sulfinamide). Isolated yield 96.0%. Reaction SMILES: [CH3:1][N:2]1[C:6]([CH3:7])=[C:5](/[CH:8]=[N:9]/[S:10]([C:12]([CH3:15])([CH3:14])[CH3:13])=[O:11])[CH:4]=[N:3]1.[CH3:16][CH2:17][Mg+].[Br-].CCOCC>C(Cl)Cl>[CH3:1][N:2]1[C:6]([CH3:7])=[C:5]([CH:8]([NH:9][S:10]([C:12]([CH3:15])([CH3:14])[CH3:13])=[O:11])[CH2:16][CH3:17])[CH:4]=[N:3]1 |f:1.2|. Procedure details: To a solution of (E)-N-((1,5-dimethyl-1H-pyrazol-4-yl)methylene)-2-methylpropane-2-sulfinamide (Step A5A) (600 mg, 2.64 mmol) in CH2Cl2 (15 ml) was added a 3.0 M solution of EtMgBr in ether (1.76 ml, 5.28 mmol) at −48° C. under nitrogen. After being stirred for 120 min, the reaction mixture was allowed to warm to rt slowly over 2 h and further stirred for 15 h at rt. The reaction was quenched by addition of sat. NH4Cl aq., diluted with water, and the aqueous layer was extracted with CH2Cl2 3 tim...